The task is: describe an organic reaction: reactants, conditions, products, and yield. This data is from the Open Reaction Database (ORD), a public repository of structured organic reaction records. Reactants: CC1(C(=O)O)Cc2c(cc(C(C)(C)C)c(O[Si](C)(C)C)c2C(C)(C)C)O1, CCCC[N+](CCCC)(CCCC)CCCC, C1CCOC1, [F-]. Yields the product CC1(C(=O)O)Cc2c(cc(C(C)(C)C)c(O)c2C(C)(C)C)O1. As a reaction SMILES: [C:1]([CH3:2])([CH3:3])([CH3:4])[c:5]1[c:6]([O:22][Si:23]([CH3:24])([CH3:25])[CH3:26])[c:7]([C:18]([CH3:19])([CH3:20])[CH3:21])[cH:8][c:9]2[c:10]1[CH2:11][C:12]([C:14](=[O:15])[OH:16])([CH3:17])[O:13]2.[CH2:28]([N+:29]([CH2:30][CH2:31][CH2:32][CH3:33])([CH2:34][CH2:35][CH2:36][CH3:37])[CH2:38][CH2:39][CH2:40][CH3:41])[CH2:42][CH2:43][CH3:44].[CH2:45]1[O:46][CH2:47][CH2:48][CH2:49]1.[F-:27]>>[C:1]([CH3:2])([CH3:3])([CH3:4])[c:5]1[c:6]([OH:22])[c:7]([C:18]([CH3:19])([CH3:20])[CH3:21])[cH:8][c:9]2[c:10]1[CH2:11][C:12]([C:14](=[O:15])[OH:16])([CH3:17])[O:13]2. Starting materials: [BH4-], C1CCOC1, CO, O=Cc1ccc(Cc2cc3c(cc2Cl)C=C(C(=O)O)C(C(F)(F)F)O3)cc1, [Na+]. The product is O=C(O)C1=Cc2cc(Cl)c(Cc3ccc(CO)cc3)cc2OC1C(F)(F)F. As a reaction SMILES: [BH4-:28].[CH2:32]1[O:33][CH2:34][CH2:35][CH2:36]1.[CH3:30][OH:31].[Cl:1][c:2]1[cH:3][c:4]2[c:9]([cH:10][c:11]1[CH2:12][c:13]1[cH:14][cH:15][c:16]([CH:19]=[O:20])[cH:17][cH:18]1)[O:8][CH:7]([C:21]([F:22])([F:23])[F:24])[C:6]([C:25](=[O:26])[OH:27])=[CH:5]2.[Na+:29]>>[Cl:1][c:2]1[cH:3][c:4]2[c:9]([cH:10][c:11]1[CH2:12][c:13]1[cH:14][cH:15][c:16]([CH2:19][OH:20])[cH:17][cH:18]1)[O:8][CH:7]([C:21]([F:22])([F:23])[F:24])[C:6]([C:25](=[O:26])[OH:27])=[CH:5]2. The reactants are white solid, CON(C(=O)C1=NC=C(C=C1NS(=O)(=O)C1=CC(=C(C=C1)Cl)C(F)(F)F)C)C (3-(4-chloro-3-trifluoromethyl-benzenesulfonylamino)-5-methyl-pyridine-2-carboxylic acid methoxy-methyl-amide), C([O-])([O-])=O.[K+].[K+] (potassium carbonate), COCCl (methoxymethyl chloride). The solvent is C1CCOC1 (THF). Product: CON(C(=O)C1=NC=C(C=C1N(COC)S(=O)(=O)C1=CC(=C(C=C1)Cl)C(F)(F)F)C)C (3-[(4-Chloro-3-trifluoromethyl-benzenesulfonyl)-methoxymethyl-amino]-5-methyl-pyridine-2-carboxylic acid methoxy-methyl-amide). RXN SMILES: [CH3:1][O:2][N:3]([CH3:28])[C:4]([C:6]1[C:11]([NH:12][S:13]([C:16]2[CH:21]=[CH:20][C:19]([Cl:22])=[C:18]([C:23]([F:26])([F:25])[F:24])[CH:17]=2)(=[O:15])=[O:14])=[CH:10][C:9]([CH3:27])=[CH:8][N:7]=1)=[O:5].C(=O)([O-])[O-].[K+].[K+].[CH3:35][O:36][CH2:37]Cl>C1COCC1>[CH3:1][O:2][N:3]([CH3:28])[C:4]([C:6]1[C:11]([N:12]([S:13]([C:16]2[CH:21]=[CH:20][C:19]([Cl:22])=[C:18]([C:23]([F:26])([F:24])[F:25])[CH:17]=2)(=[O:15])=[O:14])[CH2:35][O:36][CH3:37])=[CH:10][C:9]([CH3:27])=[CH:8][N:7]=1)=[O:5] |f:1.2.3|. Procedure details: Prepared from 223 mg (0.51 mmol) of 3-(4-chloro-3-trifluoromethyl-benzenesulfonylamino)-5-methyl-pyridine-2-carboxylic acid methoxy-methyl-amide, 352 mg of potassium carbonate and 116 μL of methoxymethyl chloride in 1 mL THF using procedure x. Yield: 200 mg of a white solid. LC-MSD, m/z for C18H19ClF3N3O5S [M+H]+=482.0, 484.0; HPLC retention time: 2.5 min. The reactants are OCCOCCO, NN, O=C1c2ncccc2-c2cccnc21. The product is c1cnc2c(c1)-c1cccnc1C2. As a reaction SMILES: [CH2:17]([OH:18])[CH2:19][O:20][CH2:21][CH2:22][OH:23].[NH2:15][NH2:16].[n:1]1[cH:2][cH:3][cH:4][c:5]2[c:13]1[C:12](=[O:14])[c:11]1[c:6]-2[cH:7][cH:8][cH:9][n:10]1>>[n:1]1[cH:2][cH:3][cH:4][c:5]2[c:13]1[CH2:12][c:11]1[c:6]-2[cH:7][cH:8][cH:9][n:10]1. The reactants are C=CO, O=Cc1ccc(Cl)cc1Cl, [K+], [K+], O=C([O-])[O-], N#CCc1cccnc1. Yields the product N#CC(=Cc1ccc(Cl)cc1Cl)c1cccnc1. Reaction SMILES: [CH:26]([OH:27])=[CH2:28].[Cl:1][c:2]1[c:3]([CH:4]=[O:5])[cH:6][cH:7][c:8]([Cl:10])[cH:9]1.[K+:20].[K+:21].[O-:22][C:23]([O-:24])=[O:25].[n:11]1[cH:12][c:13]([CH2:17][C:18]#[N:19])[cH:14][cH:15][cH:16]1>>[Cl:1][c:2]1[c:3]([CH:4]=[C:17]([c:13]2[cH:12][n:11][cH:16][cH:15][cH:14]2)[C:18]#[N:19])[cH:6][cH:7][c:8]([Cl:10])[cH:9]1. Starting materials: C1COCCN1, CCO, O=c1cc(CO)occ1O. Yields the product O=c1cc(CO)oc(CN2CCOCC2)c1O. Reaction SMILES: [CH2:1]1[CH2:2][O:3][CH2:4][CH2:5][NH:6]1.[CH3:17][CH2:18][OH:19].[OH:7][CH2:8][c:9]1[cH:10][c:11](=[O:12])[c:13]([OH:14])[cH:15][o:16]1>>[CH2:1]1[CH2:2][O:3][CH2:4][CH2:5][N:6]1[CH2:17][c:15]1[c:13]([OH:14])[c:11](=[O:12])[cH:10][c:9]([CH2:8][OH:7])[o:16]1. Starting materials: Cl.N1(CCNCC1)C(=O)C=1C=C2CCC(NC2=CC1)=O (6-(1-piperazinylcarbonyl)-3,4-dihydrocarbostyril hydrochloride), C([O-])([O-])=O.[K+].[K+] (potassium carbonate), C1(=CC=CC=C1)C(CCCS(=O)(=O)[O-])C#N (3-phenyl-3-cyanopropylmesylate), [I-].[Na+] (sodium iodide). Solvent: C(C)N(CC)CC (triethylamine), CN(C=O)C (dimethylformamide). Reaction conditions: time 30 minute. Product: C(#N)C(CCN1CCN(CC1)C(=O)C=1C=C2CCC(NC2=CC1)=O)C1=CC=CC=C1 (6-[4-(3-cyano-3-phenylpropyl)-1-piperazinylcarbonyl]-3,4-dihydrocarbostyril). Reaction SMILES: [C:1]1([CH:7]([C:15]#[N:16])[CH2:8][CH2:9]CS([O-])(=O)=O)[CH:6]=[CH:5][CH:4]=[CH:3][CH:2]=1.[I-].[Na+].Cl.[N:20]1([C:26]([C:28]2[CH:29]=[C:30]3[C:35](=[CH:36][CH:37]=2)[NH:34][C:33](=[O:38])[CH2:32][CH2:31]3)=[O:27])[CH2:25][CH2:24][NH:23][CH2:22][CH2:21]1.C(=O)([O-])[O-].[K+].[K+]>CN(C)C=O.C(N(CC)CC)C>[C:15]([CH:7]([C:1]1[CH:2]=[CH:3][CH:4]=[CH:5][CH:6]=1)[CH2:8][CH2:9][N:23]1[CH2:24][CH2:25][N:20]([C:26]([C:28]2[CH:29]=[C:30]3[C:35](=[CH:36][CH:37]=2)[NH:34][C:33](=[O:38])[CH2:32][CH2:31]3)=[O:27])[CH2:21][CH2:22]1)#[N:16] |f:1.2,3.4,5.6.7|. Reported procedure: 3.8 Grams of 3-phenyl-3-cyanopropylmesylate was dissolved in 60 ml of dimethylformamide, then to this solution was added 4.0 g of sodium iodide and stirred at 60° to 70° C. for 30 minutes. Next, 5.8 g of 6-(1-piperazinylcarbonyl)-3,4-dihydrocarbostyril hydrochloride and 5.5 ml of triethylamine were added thereto and heated at 70° to 80° C. for 5 hours. The solvent was removed by evaporation, to the residue thus obtained was added 5%-potassium carbonate aqueous solution, then the mixture was extr... The reactants are BrC1=C(N=C2N1C=CC=C2OCC2=C(C=CC(=C2)NC)Cl)C (3-bromo-8-(2-chloro-5-methylaminobenzyloxy)-2-methylimidazo[1,2-a]pyridine), N1=CC=CC=C1 (pyridine), S(=O)(=O)(C)Cl (mesyl chloride). The reagents and catalysts are CN(C1=CC=NC=C1)C (4-dimethylaminopyridine). The solvent is C(Cl)Cl (methylene chloride). Run at time 9 hour. The product is BrC1=C(N=C2N1C=CC=C2OCC2=C(C=CC(=C2)N(S(=O)(=O)C)C)Cl)C (3-bromo-8-[2-chloro-5-(N-methyl-N-methylsulfonylamino)benzyloxy]-2-methylimidazo[1,2-a]pyridine). Isolated yield 34.6%. Reaction SMILES: [Br:1][C:2]1[N:6]2[CH:7]=[CH:8][CH:9]=[C:10]([O:11][CH2:12][C:13]3[CH:18]=[C:17]([NH:19][CH3:20])[CH:16]=[CH:15][C:14]=3[Cl:21])[C:5]2=[N:4][C:3]=1[CH3:22].N1C=CC=CC=1.[S:29](Cl)([CH3:32])(=[O:31])=[O:30]>CN(C)C1C=CN=CC=1.C(Cl)Cl>[Br:1][C:2]1[N:6]2[CH:7]=[CH:8][CH:9]=[C:10]([O:11][CH2:12][C:13]3[CH:18]=[C:17]([N:19]([CH3:20])[S:29]([CH3:32])(=[O:31])=[O:30])[CH:16]=[CH:15][C:14]=3[Cl:21])[C:5]2=[N:4][C:3]=1[CH3:22]. Procedure: To a solution of 3-bromo-8-(2-chloro-5-methylaminobenzyloxy)-2-methylimidazo[1,2-a]pyridine (60 mg), pyridine (16 mg) and 4-dimethylaminopyridine (10 mg) in methylene chloride (2 ml) was added mesyl chloride (22 mg) in one portion at 5° C., and the mixture was stirred for 9 hours at ambient temperature. The precipitate was filtered off and the residue was washed with methylene chloride and diethyl ether respectively. The filtrate was concentrated in vacuo and the residue was purified by preparat... Product: COc1ccc(CC(=O)O)cc1-c1ccc(C(F)(F)F)cc1CN1CCOC1=O. Reactants: C1CCOC1, COC(=O)Cc1ccc(OC)c(-c2ccc(C(F)(F)F)cc2CN2CCOC2=O)c1, CO, ClCCl, Cl, [Na+], [OH-]. Reaction SMILES: [CH2:33]1[O:34][CH2:35][CH2:36][CH2:37]1.[CH3:1][O:2][C:3]([CH2:4][c:5]1[cH:6][c:7](-[c:13]2[c:14]([CH2:23][N:24]3[C:25](=[O:29])[O:26][CH2:27][CH2:28]3)[cH:15][c:16]([C:19]([F:20])([F:21])[F:22])[cH:17][cH:18]2)[c:8]([O:11][CH3:12])[cH:9][cH:10]1)=[O:30].[CH3:38][OH:39].[Cl:40][CH2:41][Cl:42].[ClH:43].[Na+:32].[OH-:31]>>[O:2]=[C:3]([CH2:4][c:5]1[cH:6][c:7](-[c:13]2[c:14]([CH2:23][N:24]3[C:25](=[O:29])[O:26][CH2:27][CH2:28]3)[cH:15][c:16]([C:19]([F:20])([F:21])[F:22])[cH:17][cH:18]2)[c:8]([O:11][CH3:12])[cH:9][cH:10]1)[OH:30]. Reactants: Cl.C1(=CC=CC=C1)C[C@@H](COC)N ((S)-3-phenyl-1-methoxy-2-propylamine hydrochloride), Cl (HCl). The reagents and catalysts are [Pt]=O (platinum oxide). The solvent is C(C)O (ethanol). Reaction conditions: time 18 hour. Yields the product C1(CCCCC1)C[C@@H](COC)N ((S)-3-Cyclohexyl-1-methoxy-2-propylamine). The yield is 94.2%. RXN SMILES: Cl.[C:2]1([CH2:8][C@H:9]([NH2:13])[CH2:10][O:11][CH3:12])[CH:7]=[CH:6][CH:5]=[CH:4][CH:3]=1.Cl>C(O)C.[Pt]=O>[CH:2]1([CH2:8][C@H:9]([NH2:13])[CH2:10][O:11][CH3:12])[CH2:7][CH2:6][CH2:5][CH2:4][CH2:3]1 |f:0.1|. Procedure: To a solution of (S)-3-phenyl-1-methoxy-2-propylamine hydrochloride (0.5 g) in ethanol (100 ml) was added concentrated HCl (0.32 mL), and platinum oxide (0.5 g), and the reaction was shaken under hydrogen gas (4 atm) for 18 h. The reaction was filtered, concentrated, diluted with water (50 mL) and neutralized with IM NaOH (to pH≈11). The mixture was washed with chloroform (3×50 mL), and the organic extracts were washed with brine (20 mL), dried (M.SO4), filtered and concentrated to give a colorl...